Dataset: the Open Reaction Database (ORD), a public repository of structured organic reaction records. Task: describe an organic reaction: reactants, conditions, products, and yield Reactants: C([O-])(O)=O.[Na+] (sodium bicarbonate), C1(=CC=CC=C1)C1=NOC(=C1)CN1CCC(CC1)CNC1=NN(C2=CC=C(C=C12)C1=NN(C=N1)C(C1=CC=CC=C1)(C1=CC=CC=C1)C1=CC=CC=C1)C1OCCCC1 (N-({1-[(3-phenyl-5-isoxazolyl)methyl]-4-piperidinyl}methyl)-1-(tetrahydro-2H-pyran-2-yl)-5-(1-trityl-1H-1,2,4-triazol-3-yl)-1H-indazol-3-amine), CO (methanol), Cl (hydrochloric acid). The solvent is O1CCCC1 (tetrahydrofuran), O (water). The product is C1(=CC=CC=C1)C1=NOC(=C1)CN1CCC(CC1)CNC1=NNC2=CC=C(C=C12)C1=NNC=N1 (N-({1-[(3-phenyl-5-isoxazolyl)methyl]-4-piperidinyl}methyl)-5-(1H-1,2,4-triazol-3-yl)-1H-indazol-3-amine). The yield is 52.9%. As a reaction SMILES: [C:1]1([C:7]2[CH:11]=[C:10]([CH2:12][N:13]3[CH2:18][CH2:17][CH:16]([CH2:19][NH:20][C:21]4[C:29]5[C:24](=[CH:25][CH:26]=[C:27]([C:30]6[N:34]=[CH:33][N:32](C(C7C=CC=CC=7)(C7C=CC=CC=7)C7C=CC=CC=7)[N:31]=6)[CH:28]=5)[N:23](C5CCCCO5)[N:22]=4)[CH2:15][CH2:14]3)[O:9][N:8]=2)[CH:6]=[CH:5][CH:4]=[CH:3][CH:2]=1.CO.Cl.C(=O)(O)[O-].[Na+]>O1CCCC1.O>[C:1]1([C:7]2[CH:11]=[C:10]([CH2:12][N:13]3[CH2:14][CH2:15][CH:16]([CH2:19][NH:20][C:21]4[C:29]5[C:24](=[CH:25][CH:26]=[C:27]([C:30]6[N:34]=[CH:33][NH:32][N:31]=6)[CH:28]=5)[NH:23][N:22]=4)[CH2:17][CH2:18]3)[O:9][N:8]=2)[CH:2]=[CH:3][CH:4]=[CH:5][CH:6]=1 |f:3.4|. Procedure details: The compound prepared in Example 72 (0.13 g) was suspended in a mixture of tetrahydrofuran (6 mL), methanol (6 mL), water (1.5 mL) and concentrated hydrochloric acid (1.5 mL) and heated at reflux overnight. The reaction mixture was cooled to room temperature and poured into a saturated aqueous sodium bicarbonate solution and extracted into ethyl acetate. The organics were dried over anhydrous magnesium sulfate and concentrated. The residue was purified by column chromatography on silica gel to o...